This data is from the Open Reaction Database (ORD), a public repository of structured organic reaction records. The task is: describe an organic reaction: reactants, conditions, products, and yield Reactants: CCO, O=[N+]([O-])c1ccccc1F, NCCc1ccccc1, O. Yields the product O=[N+]([O-])c1ccccc1NCCc1ccccc1. As a reaction SMILES: [CH3:21][CH2:22][OH:23].[F:1][c:2]1[c:3]([N+:8](=[O:9])[O-:10])[cH:4][cH:5][cH:6][cH:7]1.[NH2:11][CH2:12][CH2:13][c:14]1[cH:15][cH:16][cH:17][cH:18][cH:19]1.[OH2:20]>>[c:2]1([NH:11][CH2:12][CH2:13][c:14]2[cH:15][cH:16][cH:17][cH:18][cH:19]2)[c:3]([N+:8](=[O:9])[O-:10])[cH:4][cH:5][cH:6][cH:7]1. The yield is 66.0%. Reaction SMILES: [N:1]1[C:10]2[C:5](=[CH:6][CH:7]=[CH:8][CH:9]=2)[CH:4]=[CH:3][CH:2]=1.[CH3:11][O:12][C:13]1[CH:20]=[CH:19][C:16]([CH:17]=[O:18])=[CH:15][CH:14]=1.FC(F)(F)S(O[C:27]1[CH:32]=[CH:31][CH:30]=[CH:29][C:28]=1[Si](C)(C)C)(=O)=O.[F-].[K+].C1OCCOCCOCCOCCOCCOC1>C1COCC1>[CH3:11][O:12][C:13]1[CH:20]=[CH:19][C:16]([CH:17]2[O:18][CH:2]3[CH:3]=[CH:4][C:5]4[C:10]([N:1]3[C:28]3[CH:29]=[CH:30][CH:31]=[CH:32][C:27]2=3)=[CH:9][CH:8]=[CH:7][CH:6]=4)=[CH:15][CH:14]=1 |f:3.4|. Reported procedure: Following the general procedure, treatment of quinoline (0.064g, 59 μL, 0.50 mmol) and 4-methoxybenzaldehyde (0.136 g, 91 μL, 0.75 mmol) with 2-(trimethylsilyl)phenyl trifluoromethanesulfonate (0.179 g, 146 μL, 0.60 mmol) in the presence of KF (0.070 g, 1.2 mmol) and 18-crown-6 (0.317 g, 1.2 mmol) in THF (2.0 mL) at −10° C. to rt for 12 h followed by flash column chromatography (Pet. ether/EtOAc=75/25) of the crude reaction mixture afforded 5-(4-methoxyphenyl)-5H,6aH-benzo[4,5][1,3]oxazino[3,2-a... Starting materials: C1COCCOCCOCCOCCOCCO1 (18-crown-6), N1=CC=CC2=CC=CC=C12 (quinoline), [F-].[K+] (KF), COC1=CC=C(C=O)C=C1 (4-methoxybenzaldehyde), FC(S(=O)(=O)OC1=C(C=CC=C1)[Si](C)(C)C)(F)F (2-(trimethylsilyl)phenyl trifluoromethanesulfonate), Pet. ether EtOAc. Product: COC1=CC=C(C=C1)C1C2=C(N3C(C=CC4=CC=CC=C34)O1)C=CC=C2 (5-(4-methoxyphenyl)-5H,6aH-benzo[4,5][1,3]oxazino[3,2-a]quinoline). Solvent: C1CCOC1 (THF).